Task: describe an organic reaction: reactants, conditions, products, and yield. Dataset: the Open Reaction Database (ORD), a public repository of structured organic reaction records The reactants are C1COCCO1, CCN(C(C)C)C(C)C, Fc1cccnc1Cl, O=S(=O)(c1cccc(Cl)c1)C1CCNCC1. The product is O=S(=O)(c1cccc(Cl)c1)C1CCN(c2ncccc2F)CC1. As a reaction SMILES: [CH2:34]1[O:35][CH2:36][CH2:37][O:38][CH2:39]1.[CH:25]([N:26]([CH2:27][CH3:28])[CH:29]([CH3:30])[CH3:31])([CH3:32])[CH3:33].[Cl:17][c:18]1[n:19][cH:20][cH:21][cH:22][c:23]1[F:24].[Cl:1][c:2]1[cH:3][c:4]([S:8](=[O:9])(=[O:10])[CH:11]2[CH2:12][CH2:13][NH:14][CH2:15][CH2:16]2)[cH:5][cH:6][cH:7]1>>[Cl:1][c:2]1[cH:3][c:4]([S:8](=[O:9])(=[O:10])[CH:11]2[CH2:12][CH2:13][N:14]([c:18]3[n:19][cH:20][cH:21][cH:22][c:23]3[F:24])[CH2:15][CH2:16]2)[cH:5][cH:6][cH:7]1. Starting materials: C(CN)N (ethylenediamine), BrC=1C=CC(=C(C(=O)OC)C1)O (Methyl 5-bromo-2-hydroxybenzoate), [Cu]C#N (copper(I) cyanide), CN1C(CCC1)=O (N-methyl-2-pyrrolidone). The reagents and catalysts are S(=O)(=O)([O-])[O-].[Cu+2] (copper sulfate). Run in O (water). Yields the product C(#N)C=1C=CC(=C(C(=O)OC)C1)O (methyl 5-cyano-2-hydroxybenzoate). Yield: 14.7%. As a reaction SMILES: Br[C:2]1[CH:3]=[CH:4][C:5]([OH:12])=[C:6]([CH:11]=1)[C:7]([O:9][CH3:10])=[O:8].[Cu][C:14]#[N:15].CN1CCCC1=O.C(N)CN>S([O-])([O-])(=O)=O.[Cu+2].O>[C:14]([C:2]1[CH:3]=[CH:4][C:5]([OH:12])=[C:6]([CH:11]=1)[C:7]([O:9][CH3:10])=[O:8])#[N:15] |f:4.5|. Reported procedure: Methyl 5-bromo-2-hydroxybenzoate (25.6 g, 129 mmol), copper(I) cyanide (20.8 g, 257 mmol) and copper sulfate (200 mg) were added to N-methyl-2-pyrrolidone (250 ml) and the mixture was refluxed under heating for 2 hours under a nitrogen atmosphere. The reaction mixture was cooled to room temperature and poured into a mixture of water (500 ml) and ethylenediamine (10 ml). After filtration, the filtrate was extracted with ethyl acetate. The extract was washed with water and saturated brine, and dri...